Dataset: the Open Reaction Database (ORD), a public repository of structured organic reaction records. Task: describe an organic reaction: reactants, conditions, products, and yield Starting materials: CC1(C(C(C2=C(O1)C=C(C(=C2)N)[N+](=O)[O-])N2CCCCC2)O)C (3,4-dihydro-2,2-dimethyl-3-hydroxy-4-(1-piperidinyl)-6-amino-7-nitro-2H-benzo[b]pyran). The reagents and catalysts are [C].[Pd] (palladiumcarbon). Run in C(C)O (ethanol). Product: CC1(C(C(C2=C(O1)C=C(C(=C2)N)N)N2CCCCC2)O)C (3,4-dihydro-2,2-dimethyl-3-hydroxy-4-(1-piperidinyl)-6-,7-diamino-2H-benzo[b]pyran). The yield is 93.6%. As a reaction SMILES: [CH3:1][C:2]1([CH3:23])[O:7][C:6]2[CH:8]=[C:9]([N+:13]([O-])=O)[C:10]([NH2:12])=[CH:11][C:5]=2[CH:4]([N:16]2[CH2:21][CH2:20][CH2:19][CH2:18][CH2:17]2)[CH:3]1[OH:22]>C(O)C.[C].[Pd]>[CH3:1][C:2]1([CH3:23])[O:7][C:6]2[CH:8]=[C:9]([NH2:13])[C:10]([NH2:12])=[CH:11][C:5]=2[CH:4]([N:16]2[CH2:21][CH2:20][CH2:19][CH2:18][CH2:17]2)[CH:3]1[OH:22] |f:2.3|. Procedure details: 0.14 g (0.44 mmol) of 3,4-dihydro-2,2-dimethyl-3-hydroxy-4-(1-piperidinyl)-6-amino-7-nitro-2H-benzo[b]pyran were dissolved in 23.7 g of ethanol and hydroge gas was blown in the presence of 0.10 g of 5% palladiumcarbon, as a catalyst, for 3 hours at room temperature under one atmospheric pressure while stirring. The reaction liquid was filtered under suction to remove the catalyst therefrom, and the solvent was distilled off to obtain 0.12 g (yield: 95%) of 3,4-dihydro-2,2-dimethyl-3-hydroxy-4-(1... Reactants: CCN=C=NCCCN(C)C, CN(C)C=O, Nc1ncccc1C(=O)O, NCc1ccc(O)cc1, [Na+], [OH-], O, On1nnc2ccccc21. Yields the product Nc1ncccc1C(=O)NCc1ccc([O-])cc1, [Na+]. RXN SMILES: [CH3:21][N:22]([CH3:23])[CH2:24][CH2:25][CH2:26][N:27]=[C:28]=[N:29][CH2:30][CH3:31].[CH3:43][N:44]([CH3:45])[CH:46]=[O:47].[NH2:1][c:2]1[c:3]([C:4](=[O:5])[OH:6])[cH:7][cH:8][cH:9][n:10]1.[NH2:32][CH2:33][c:34]1[cH:35][cH:36][c:37]([OH:40])[cH:38][cH:39]1.[Na+:42].[OH-:41].[OH2:48].[OH:11][n:12]1[c:13]2[cH:14][cH:15][cH:16][cH:17][c:18]2[n:19][n:20]1>>[NH2:1][c:2]1[c:3]([C:4](=[O:6])[NH:32][CH2:33][c:34]2[cH:35][cH:36][c:37]([O-:40])[cH:38][cH:39]2)[cH:7][cH:8][cH:9][n:10]1.[Na+:42]. Reactants: E1, ClC=1C=C2N(C(N1)=O)CCN2C (7-chloro-1-methyl-2,3-dihydroimidazo[1,2-c]pyrimidin-5(1H)-one), [H-].[Na+] (sodium hydride), OCC=1C=CC(=C(C#N)C1)OC=1C=NC(=CC1)C(F)(F)F (5-(hydroxymethyl)-2-((6-(trifluoromethyl)pyridin-3-yl)oxy)benzonitrile). Solvent: C1CCOC1 (THF). The product is CN1CCN2C(N=C(C=C21)OCC=2C=CC(=C(C#N)C2)OC=2C=NC(=CC2)C(F)(F)F)=O (5-(((1-methyl-5-oxo-1,2,3,5-tetrahydroimidazo[1,2-c]pyrimidin-7-yl)oxy)methyl)-2-((6-(trifluoromethyl)pyridin-3-yl)oxy)benzonitrile). RXN SMILES: [H-].[Na+].[OH:3][CH2:4][C:5]1[CH:6]=[CH:7][C:8]([O:13][C:14]2[CH:15]=[N:16][C:17]([C:20]([F:23])([F:22])[F:21])=[CH:18][CH:19]=2)=[C:9]([CH:12]=1)[C:10]#[N:11].Cl[C:25]1[CH:26]=[C:27]2[N:34]([CH3:35])[CH2:33][CH2:32][N:28]2[C:29](=[O:31])[N:30]=1>C1COCC1>[CH3:35][N:34]1[C:27]2[N:28]([C:29](=[O:31])[N:30]=[C:25]([O:3][CH2:4][C:5]3[CH:6]=[CH:7][C:8]([O:13][C:14]4[CH:15]=[N:16][C:17]([C:20]([F:23])([F:21])[F:22])=[CH:18][CH:19]=4)=[C:9]([CH:12]=3)[C:10]#[N:11])[CH:26]=2)[CH2:32][CH2:33]1 |f:0.1|. Reported procedure: Prepared in a manner similar to that described for E1 using sodium hydride (6.52 mg, 0.272 mmol), 5-(hydroxymethyl)-2-((6-(trifluoromethyl)pyridin-3-yl)oxy)benzonitrile (80 mg, 0.272 mmol) in THF (8 mL) and 7-chloro-1-methyl-2,3-dihydroimidazo[1,2-c]pyrimidin-5(1H)-one (50.5 mg, 0.272 mmol). Starting materials: COc1ccc(CO)cc1, CS(=O)(=O)Cl, CC#N, CCN(C(C)C)C(C)C. Yields the product COc1ccc(COS(C)(=O)=O)cc1. As a reaction SMILES: [CH3:1][O:2][c:3]1[cH:4][cH:5][c:6]([CH2:7][OH:8])[cH:9][cH:10]1.[CH3:20][S:21]([Cl:22])(=[O:23])=[O:24].[CH3:25][C:26]#[N:27].[CH:11]([N:12]([CH2:13][CH3:14])[CH:15]([CH3:16])[CH3:17])([CH3:18])[CH3:19]>>[CH3:1][O:2][c:3]1[cH:4][cH:5][c:6]([CH2:7][O:8][S:21]([CH3:20])(=[O:23])=[O:24])[cH:9][cH:10]1. Reactants: CC=1NC(=C(C(C1C(=O)OCC)C=1SC=CC1)C(=O)OCC)C(OCC)OCC (diethyl 2-methyl-4-(2-thienyl)-6-diethoxymethyl-1,4-dihydropyridine-3,5-dicarboxylate), Cl (hydrochloric acid). The solvent is CC(=O)C (acetone). The product is CC=1NC(=C(C(C1C(=O)OCC)C=1SC=CC1)C(=O)OCC)C=O (diethyl 2-methyl-4-(2-thienyl)-6-formyl-1,4-dihydropyridine-3,5-dicarboxylate). As a reaction SMILES: [CH3:1][C:2]1[NH:3][C:4]([CH:23](OCC)[O:24]CC)=[C:5]([C:18]([O:20][CH2:21][CH3:22])=[O:19])[CH:6]([C:13]2[S:14][CH:15]=[CH:16][CH:17]=2)[C:7]=1[C:8]([O:10][CH2:11][CH3:12])=[O:9].Cl>CC(C)=O>[CH3:1][C:2]1[NH:3][C:4]([CH:23]=[O:24])=[C:5]([C:18]([O:20][CH2:21][CH3:22])=[O:19])[CH:6]([C:13]2[S:14][CH:15]=[CH:16][CH:17]=2)[C:7]=1[C:8]([O:10][CH2:11][CH3:12])=[O:9]. Reported procedure: To a solution of diethyl 2-methyl-4-(2-thienyl)-6-diethoxymethyl-1,4-dihydropyridine-3,5-dicarboxylate (424 mg) in acetone (15 ml) was added 6N-hydrochloric acid (0.2 ml) and this solution was stirred at room temperature for an hour. The resultant solution was concentrated and the residue was extracted with diethyl ether. The extract was washed with water and dried and then the solvent was removed to give yellowish oil of diethyl 2-methyl-4-(2-thienyl)-6-formyl-1,4-dihydropyridine-3,5-dicarboxyl... Reactants: CCOc1ccccc1C1(O)C(=O)Nc2ccc(OC)cc21, ClCCl, O=S(Cl)Cl, c1ccncc1. The product is CCOc1ccccc1C1(Cl)C(=O)Nc2ccc(OC)cc21. As a reaction SMILES: [CH2:1]([CH3:2])[O:3][c:4]1[c:5]([C:10]2([OH:22])[C:11](=[O:21])[NH:12][c:13]3[cH:14][cH:15][c:16]([O:19][CH3:20])[cH:17][c:18]32)[cH:6][cH:7][cH:8][cH:9]1.[Cl:33][CH2:34][Cl:35].[S:29]([Cl:30])([Cl:31])=[O:32].[cH:23]1[cH:24][cH:25][n:26][cH:27][cH:28]1>>[CH2:1]([CH3:2])[O:3][c:4]1[c:5]([C:10]2([Cl:31])[C:11](=[O:21])[NH:12][c:13]3[cH:14][cH:15][c:16]([O:19][CH3:20])[cH:17][c:18]32)[cH:6][cH:7][cH:8][cH:9]1. Reactants: [BH4-].[Li+] (lithium borohydride), C(C)OC([C@@H](C)OC1=NC(=NC(=C1)NS(=O)(=O)N1CCCC1)SCC1=C(C(=CC=C1)F)F)=O (2-[[2-[[(2,3-difluorophenyl)methyl]thio]-6-[(1-pyrrolidinylsulfonyl)amino]-4-pyrimidinyl]oxy]-(2R)-propanoic acid ethyl ester), product. The solvent is C1CCOC1 (THF). The product is CCOCC.CCCC(C)C (ether iso-hexane), FC1=C(C=CC=C1F)CSC1=NC(=CC(=N1)NS(=O)(=O)N1CCCC1)O[C@@H](CO)C (N-[2-[[(2,3-difluorophenyl)methyl]thio]-6-[(1R)-2-hydroxy-1-methylethoxy]-4-pyrimidinyl]-1-pyrrolidinesulfonamide). RXN SMILES: [CH2:1]([O:3][C:4](=O)[C@H:5]([O:7][C:8]1[CH:13]=[C:12]([NH:14][S:15]([N:18]2[CH2:22][CH2:21][CH2:20][CH2:19]2)(=[O:17])=[O:16])[N:11]=[C:10]([S:23][CH2:24][C:25]2[CH:30]=[CH:29][CH:28]=[C:27]([F:31])[C:26]=2[F:32])[N:9]=1)[CH3:6])[CH3:2].[BH4-].[Li+]>C1COCC1>[CH3:2][CH2:1][O:3][CH2:4][CH3:5].[CH3:28][CH2:27][CH2:26][CH:25]([CH3:30])[CH3:24].[F:32][C:26]1[C:27]([F:31])=[CH:28][CH:29]=[CH:30][C:25]=1[CH2:24][S:23][C:10]1[N:11]=[C:12]([NH:14][S:15]([N:18]2[CH2:22][CH2:21][CH2:20][CH2:19]2)(=[O:16])=[O:17])[CH:13]=[C:8]([O:7][C@H:5]([CH3:6])[CH2:4][OH:3])[N:9]=1 |f:1.2,4.5|. Procedure: The title compound was prepared according to the procedure outlined in example 24 using a mixture of 2-[[2-[[(2,3-difluorophenyl)methyl]thio]-6-[(1-pyrrolidinylsulfonyl)amino]-4-pyrimidinyl]oxy]-(2R)-propanoic acid ethyl ester, (the product of step i) (0.38 g), TAP (8 mL) and 2M lithium borohydride in THF (1.3 mL). Purification was by reverse phase HPLC (symmetry as the stationary phase and TFA/acetonitrile as the mobile phase). The resulting oil was titurated with methanol, toluene, DCM, then e...